describe an organic reaction: reactants, conditions, products, and yield From a dataset of the Open Reaction Database (ORD), a public repository of structured organic reaction records. Procedure: 3-Hydroxy-2-(3-nitrobenzeneamido)benzoic acid (1.8 g, 6.0 mmol) and 4-methylbenzenesulfonic acid (2 g, 12.0 mmol) were added to toluene (36 mL) and the mixture was stirred under reflux for 10 hr. The solvents was evaporated under reduced pressure and the residue was washed with water (100 mL×3), filtered, the solid was dried in vacuum at 50° C. to obtain 2-(3-nitrophenyl)benzo[d]oxazole-4-carboxylic acid as a yellow solid (1.42 g, yield 83%). LC-MS (ESI) m/z 285 [M+1]+. Isolated yield 83.3%. The reactants are OC=1C(=C(C(=O)O)C=CC1)NC(=O)C1=CC(=CC=C1)[N+](=O)[O-] (3-Hydroxy-2-(3-nitrobenzeneamido)benzoic acid), CC1=CC=C(C=C1)S(=O)(=O)O (4-methylbenzenesulfonic acid). RXN SMILES: O[C:2]1[C:3]([NH:11][C:12]([C:14]2[CH:19]=[CH:18][CH:17]=[C:16]([N+:20]([O-:22])=[O:21])[CH:15]=2)=[O:13])=[C:4]([CH:8]=[CH:9][CH:10]=1)[C:5]([OH:7])=[O:6].CC1C=CC(S(O)(=O)=O)=CC=1>C1(C)C=CC=CC=1>[N+:20]([C:16]1[CH:15]=[C:14]([C:12]2[O:13][C:2]3[C:3](=[C:4]([C:5]([OH:7])=[O:6])[CH:8]=[CH:9][CH:10]=3)[N:11]=2)[CH:19]=[CH:18][CH:17]=1)([O-:22])=[O:21]. The product is [N+](=O)([O-])C=1C=C(C=CC1)C=1OC=2C(N1)=C(C=CC2)C(=O)O (2-(3-nitrophenyl)benzo[d]oxazole-4-carboxylic acid). The solvent is C1(=CC=CC=C1)C (toluene). The reactants are CSC=1N=CC2=C(N3CCC[C@H]3CN(C2=O)C=2C=C(C=CC2)C2=NNC(O2)=O)N1 ((S)-5-[3-(9-methylthio-6-oxo-2,3,3a,4-tetrahydro-1H,6H-5,8,10,10b-tetraazabenzo[e]azulen-5-yl)phenyl]-1,3,4-oxadiazol-2(3H)-one). The solvent is CC=1OCCN1 (2-methyl-2-oxazoline). Conditions: temperature 100 celsius, time 8 hour. Yields the product CSC=1N=CC2=C(N3CCC[C@H]3CN(C2=O)C=2C=C(C=CC2)C2=NN(C(O2)=O)CCNC(C)=O)N1 ((S)—N-(2-{5-[3-(9-methylthio-6-oxo-2,3,3a,4-tetrahydro-1H,6H-5,8,10,10b-tetraazabenzo[e]azulen-5-yl)phenyl]-2-oxo-1,3,4-oxadiazol-3(2H)-yl}ethyl)acetamide). The yield is 268.3%. RXN SMILES: [CH3:1][S:2][C:3]1[N:4]=[CH:5][C:6]2[C:15](=[O:16])[N:14]([C:17]3[CH:18]=[C:19]([C:23]4[O:27][C:26](=[O:28])[NH:25][N:24]=4)[CH:20]=[CH:21][CH:22]=3)[CH2:13][C@H:12]3[N:8]([CH2:9][CH2:10][CH2:11]3)[C:7]=2[N:29]=1>CC1OCCN=1>[CH3:1][S:2][C:3]1[N:4]=[CH:5][C:6]2[C:15](=[O:16])[N:14]([C:17]3[CH:18]=[C:19]([C:23]4[O:27][C:26](=[O:28])[N:25]([CH2:12][CH2:13][NH:14][C:15](=[O:16])[CH3:6])[N:24]=4)[CH:20]=[CH:21][CH:22]=3)[CH2:13][C@H:12]3[N:8]([CH2:9][CH2:10][CH2:11]3)[C:7]=2[N:29]=1. Reported procedure: (S)-5-[3-(9-Methylthio-6-oxo-2,3,3a,4-tetrahydro-1H,6H-5,8,10,10b-tetraazabenzo[e]azulen-5-yl)phenyl]-1,3,4-oxadiazol-2(3H)-one (140 mg, 0.34 mmol) obtained in Step 1 of Example 89 was suspended in 2-methyl-2-oxazoline (1.0 mL), and the mixture was stirred overnight at 100° C. The residue obtained by concentrating the mixture under reduced pressure was then purified by silica gel column chromatography to give (S)—N-(2-{5-[3-(9-methylthio-6-oxo-2,3,3a,4-tetrahydro-1H,6H-5,8,10,10b-tetraazabenzo[e... Reaction SMILES: [C:1]([CH3:2])([CH3:3])([CH3:4])[O:5][C:6](=[O:7])[c:8]1[c:9](-[c:14]2[cH:15][cH:16][c:17]([CH2:20][n:21]3[c:22]([O:30][CH2:31][CH3:32])[n:23][c:24]([CH:28]=[CH2:29])[c:25]3[CH:26]=[O:27])[cH:18][cH:19]2)[cH:10][cH:11][cH:12][cH:13]1.[ClH:39].[NH2:40][OH:41].[OH2:42].[cH:33]1[cH:34][cH:35][n:36][cH:37][cH:38]1>>[C:1]([CH3:2])([CH3:3])([CH3:4])[O:5][C:6](=[O:7])[c:8]1[c:9](-[c:14]2[cH:15][cH:16][c:17]([CH2:20][n:21]3[c:22]([O:30][CH2:31][CH3:32])[n:23][c:24]([CH:28]=[CH2:29])[c:25]3[CH:26]=[N:40][OH:41])[cH:18][cH:19]2)[cH:10][cH:11][cH:12][cH:13]1. Yields the product C=Cc1nc(OCC)n(Cc2ccc(-c3ccccc3C(=O)OC(C)(C)C)cc2)c1C=NO. The reactants are C=Cc1nc(OCC)n(Cc2ccc(-c3ccccc3C(=O)OC(C)(C)C)cc2)c1C=O, Cl, NO, O, c1ccncc1. The reactants are CN, CCO, C1COCCO1, O=S(=O)(c1ccccc1)c1cc(Br)nc(Br)c1. As a reaction SMILES: [CH3:18][NH2:19].[CH3:20][CH2:21][OH:22].[O:23]1[CH2:24][CH2:25][O:26][CH2:27][CH2:28]1.[c:1]1([S:7](=[O:8])(=[O:9])[c:10]2[cH:11][c:12]([Br:17])[n:13][c:14]([Br:16])[cH:15]2)[cH:2][cH:3][cH:4][cH:5][cH:6]1>>[c:1]1([S:7](=[O:8])(=[O:9])[c:10]2[cH:11][c:12]([NH:19][CH3:18])[n:13][c:14]([Br:16])[cH:15]2)[cH:2][cH:3][cH:4][cH:5][cH:6]1. The product is CNc1cc(S(=O)(=O)c2ccccc2)cc(Br)n1.